Dataset: the Open Reaction Database (ORD), a public repository of structured organic reaction records. Task: describe an organic reaction: reactants, conditions, products, and yield Starting materials: [Cl-].[K+] (KCl), [Cl-].C(C)[N+]1=CN(C=C1)C (1-ethyl-3methylimidazolium chloride), [Cl-].C(C)[N+]1=CN(C=C1)C (Emim-Cl), FC(C(F)F)(S(=O)(=O)[O-])F.[K+] (potassium 1,1,2,2-tetrafluoroethanesulfonate). The solvent is CC(=O)C (acetone), CC(=O)C (acetone). Reaction conditions: temperature 24 celsius, time 24 hour. Yields the product FC(C(F)F)(S(=O)(=O)[O-])F.C(C)[N+]1=CN(C=C1)C (1-ethyl-3-methylimidazolium 1,1,2,2-tetrafluoroethane sulfonate). Yield: 63.5%. Reaction SMILES: [Cl-].[CH2:2]([N+:4]1[CH:8]=[CH:7][N:6]([CH3:9])[CH:5]=1)[CH3:3].[F:10][C:11]([F:19])([S:15]([O-:18])(=[O:17])=[O:16])[CH:12]([F:14])[F:13].[K+].[Cl-].[K+]>CC(C)=O>[F:10][C:11]([F:19])([S:15]([O-:18])(=[O:17])=[O:16])[CH:12]([F:14])[F:13].[CH2:2]([N+:4]1[CH:8]=[CH:7][N:6]([CH3:9])[CH:5]=1)[CH3:3] |f:0.1,2.3,4.5,7.8|. Procedure details: To a 500 ml round bottom flask was added 1-ethyl-3methylimidazolium chloride (Emim-Cl, 98%, 61.0 g) and reagent grade acetone (500 ml). The mixture was gently warmed (50 degrees C.) until almost all of the Emim-Cl dissolved. To a separate 500 ml flask was added potassium 1,1,2,2-tetrafluoroethanesulfonate (TFES-K, 90.2 g) along with reagent grade acetone (350 ml). This second mixture was stirred magnetically at 24 degrees C. until all of the TFES-K dissolved. These solutions were combined in a 1... Reactants: S(=O)(=O)([O-])[O-].[Na+].[Na+] (sodium sulfate), C(CCC)N1C(=CC=C1CC)C(C1=CC(=CC=C1)N)=O (1-butyl-2-(3'-aminobenzoyl)-5-ethylpyrrole), [H-].[Al+3].[Li+].[H-].[H-].[H-] (lithium aluminum hydride), S(=O)(=O)([O-])[O-].[Na+].[Na+] (sodium sulfate), C([O-])([O-])=O.[Na+].[Na+] (sodium carbonate), C(#N)[BH3-].[Na+] (sodium cyanoborohydride), C(CCC)N1C(=CC=C1CC)C(C1=CC(=CC=C1)N)O (1-butyl-2-(3'-amino-α-hydroxybenzyl)-5-ethylpyrrole). Solvent: O1CCCC1 (tetrahydrofuran), O1CCCC1 (tetrahydrofuran), C(C)(=O)O (acetic acid), CO (methanol). Reaction conditions: temperature 0 celsius, time 1 hour. Yields the product C(CCC)N1C(=CC=C1CC)CC1=CC(=CC=C1)NC(=O)N (1-Butyl-2-(3'-ureidobenzyl)-5-ethylpyrrole). Isolated yield 0.1%. Reaction SMILES: [CH2:1]([N:5]1[C:9]([CH2:10][CH3:11])=[CH:8][CH:7]=[C:6]1[C:12](=O)[C:13]1[CH:18]=[CH:17][CH:16]=[C:15]([NH2:19])[CH:14]=1)[CH2:2][CH2:3][CH3:4].[H-].[Al+3].[Li+].[H-].[H-].[H-].S([O-])([O-])(=O)=O.[Na+].[Na+].C(N1C(CC)=CC=C1[CH:45]([OH:53])C1C=CC=C(N)C=1)CCC.C([BH3-])#[N:55].[Na+].C(=O)([O-])[O-].[Na+].[Na+]>O1CCCC1.CO.C(O)(=O)C>[CH2:1]([N:5]1[C:9]([CH2:10][CH3:11])=[CH:8][CH:7]=[C:6]1[CH2:12][C:13]1[CH:18]=[CH:17][CH:16]=[C:15]([NH:19][C:45]([NH2:55])=[O:53])[CH:14]=1)[CH2:2][CH2:3][CH3:4] |f:1.2.3.4.5.6,7.8.9,11.12,13.14.15|. Procedure: A solution of 6.1 g (23 mmol) of 1-butyl-2-(3'-aminobenzoyl)-5-ethylpyrrole in 50 ml of anhydrous tetrahydrofuran was added dropwise, at room temperature, to a stirred suspension of 1 g (28 mmol) of lithium aluminum hydride in 100 ml of anhydrous tetrahydrofuran. The resulting mixture was refluxed for 15 minutes, cooled to 0° C. and the excess reagent sodium sulfate solution and solid anhydrous sodium sulfate. The insoluble material was separated by filtration and the filtrate evaporated in vacu... Starting materials: FC(C1=CC2=C(NC(=N2)N2CCN(CC2)C2=NC=CC=C2C(F)(F)F)C(=C1)N)(F)F (5-(Trifluoromethyl)-2-{4-[3-(trifluoromethyl)pyridin-2-yl]piperazin-1-yl}-1H-benzimidazol-7-amine), CC(C(=O)O)(CO)C (2,2-dimethyl-3-hydroxypropionic acid), Cl.CN(CCCN=C=NCC)C (1-(3-dimethylaminopropyl)-3-ethylcarbodiimide hydrochloride). The solvent is ClCCl (dichloromethane). Conditions: time 36 hour. Product: OCC(C(=O)NC1=CC(=CC2=C1NC(=N2)N2CCN(CC2)C2=NC=CC=C2C(F)(F)F)C(F)(F)F)(C)C (3-Hydroxy-2,2-dimethyl-N-(5-(trifluoromethyl)-2-{4-[3-(trifluoromethyl)pyridin-2-yl]piperazin-1-yl}-1H-benzimidazol-7-yl)propanamide). Reaction SMILES: [F:1][C:2]([F:30])([F:29])[C:3]1[CH:27]=[C:26]([NH2:28])[C:6]2[NH:7][C:8]([N:10]3[CH2:15][CH2:14][N:13]([C:16]4[C:21]([C:22]([F:25])([F:24])[F:23])=[CH:20][CH:19]=[CH:18][N:17]=4)[CH2:12][CH2:11]3)=[N:9][C:5]=2[CH:4]=1.[CH3:31][C:32]([CH3:38])([CH2:36][OH:37])[C:33](O)=[O:34].Cl.CN(C)CCCN=C=NCC>ClCCl>[OH:37][CH2:36][C:32]([CH3:38])([CH3:31])[C:33]([NH:28][C:26]1[C:6]2[NH:7][C:8]([N:10]3[CH2:11][CH2:12][N:13]([C:16]4[C:21]([C:22]([F:23])([F:24])[F:25])=[CH:20][CH:19]=[CH:18][N:17]=4)[CH2:14][CH2:15]3)=[N:9][C:5]=2[CH:4]=[C:3]([C:2]([F:1])([F:29])[F:30])[CH:27]=1)=[O:34] |f:2.3|. Reported procedure: To a 25-mL, round-bottom flask was added 5-(trifluoromethyl)-2-{4-[3-(trifluoromethyl)pyridin-2-yl]piperazin-1-yl}-1H-benzimidazol-7-amine (108 mg, 0.25 mmol, Example 58), 2,2-dimethyl-3-hydroxypropionic acid (47 mg, 0.4 mmol, Aldrich), 1-(3-dimethylaminopropyl)-3-ethylcarbodiimide hydrochloride (76 mg, 0.4 mmol, Aldrich) and dichloromethane (5 mL). The reaction mixture was stirred at room temperature for 36 h, washed with satd aq. NaHCO3 solution (10 mL), dried over Na2SO4, and filtered. The fi... Starting materials: C(Cl)Cl (CH2Cl2), C(=O)([O-])[O-].[K+].[K+] (K2CO3), C(Cl)Cl (CH2Cl2), BrC1=CC(=C(C#N)C(=C1)O)F (4-bromo-2-fluoro-6-hydroxybenzonitrile), bis-pinacolato diboron, C(C)(=O)[O-].[K+] (potassium acetate), ClC1=NC(=NC(=C1)N1[C@@H](COCC1)C)NC (4-chloro-N-methyl-6-[(3R)-3-methyl-4-morpholinyl]-2-pyrimidinamine). The reagents and catalysts are C1=CC=C(C=C1)P([C-]2C=CC=C2)C3=CC=CC=C3.C1=CC=C(C=C1)P([C-]2C=CC=C2)C3=CC=CC=C3.Cl[Pd]Cl.[Fe+2] (PdCl2(dppf)), C1=CC=C(C=C1)P([C-]2C=CC=C2)C3=CC=CC=C3.C1=CC=C(C=C1)P([C-]2C=CC=C2)C3=CC=CC=C3.Cl[Pd]Cl.[Fe+2] (PdCl2(dppf)). Run in C(C)(=O)OCC (ethyl acetate), O1CCOCC1 (1,4-dioxane), O1CCOCC1 (1,4-dioxane). Run at temperature 100 celsius, time 4 hour. Yields the product FC1=C(C#N)C(=CC(=C1)C1=NC(=NC(=C1)N1[C@@H](COCC1)C)NC)O (2-Fluoro-6-hydroxy-4-{2-(methylamino)-6-[(3R)-3-methyl-4-morpholinyl]-4-pyrimidinyl}benzonitrile). The yield is 93.7%. As a reaction SMILES: Br[C:2]1[CH:9]=[C:8]([OH:10])[C:5]([C:6]#[N:7])=[C:4]([F:11])[CH:3]=1.C([O-])(=O)C.[K+].C(Cl)Cl.Cl[C:21]1[CH:26]=[C:25]([N:27]2[CH2:32][CH2:31][O:30][CH2:29][C@H:28]2[CH3:33])[N:24]=[C:23]([NH:34][CH3:35])[N:22]=1.C([O-])([O-])=O.[K+].[K+]>C(OCC)(=O)C.C1C=CC(P(C2C=CC=CC=2)[C-]2C=CC=C2)=CC=1.C1C=CC(P(C2C=CC=CC=2)[C-]2C=CC=C2)=CC=1.Cl[Pd]Cl.[Fe+2].O1CCOCC1>[F:11][C:4]1[CH:3]=[C:2]([C:21]2[CH:26]=[C:25]([N:27]3[CH2:32][CH2:31][O:30][CH2:29][C@H:28]3[CH3:33])[N:24]=[C:23]([NH:34][CH3:35])[N:22]=2)[CH:9]=[C:8]([OH:10])[C:5]=1[C:6]#[N:7] |f:1.2,5.6.7,9.10.11.12|. Procedure: To a 20-mL screw-cap vial was added 4-bromo-2-fluoro-6-hydroxybenzonitrile (500 mg, 2.315 mmol), bis-pinacolato diboron (705 mg, 2.78 mmol), potassium acetate (568 mg, 5.79 mmol), PdCl2(dppf).CH2Cl2 adduct (95 mg, 0.116 mmol), and 1,4-dioxane (8 mL). The vial was capped and stirred for 4 h at 100° C. on a stirrer hot-plate. The reaction mixture was allowed to cool, then was diluted with ethyl acetate (50 mL) and washed with water (20 mL). The organic layer was dried over Na2SO4 and concentrated.... Reactants: CCc1ccc(S(=O)(=O)Cl)cn1, ClCCl, Nc1cnc2c(Br)cccc2c1, O, c1ccncc1. Product: CCc1ccc(S(=O)(=O)Nc2cnc3c(Br)cccc3c2)cn1. Reaction SMILES: [CH2:10]([CH3:11])[c:12]1[cH:13][cH:14][c:15]([S:18](=[O:19])(=[O:20])[Cl:21])[cH:16][n:17]1.[CH2:7]([Cl:8])[Cl:9].[NH2:22][c:23]1[cH:24][n:25][c:26]2[c:27]([Br:33])[cH:28][cH:29][cH:30][c:31]2[cH:32]1.[OH2:34].[cH:1]1[cH:2][cH:3][n:4][cH:5][cH:6]1>>[CH2:10]([CH3:11])[c:12]1[cH:13][cH:14][c:15]([S:18](=[O:19])(=[O:20])[NH:22][c:23]2[cH:24][n:25][c:26]3[c:27]([Br:33])[cH:28][cH:29][cH:30][c:31]3[cH:32]2)[cH:16][n:17]1. The reactants are BrCCCN1C(C=2C(C1=O)=CC=CC2)=O (N-(3-Bromopropyl)-phthalimide), N (ammonia), CC1=C(N)C(=CC=C1)C (2,6-dimethylaniline), Br (hydrobromide). Solvent: C(C)OCC (diethyl ether). Yields the product C1(C=2C(C(N1CCCNC1=C(C=CC=C1C)C)=O)=CC=CC2)=O (N-(3-Phthalimidopropyl)-2,6-dimethylaniline). Reaction SMILES: Br[CH2:2][CH2:3][CH2:4][N:5]1[C:9](=[O:10])[C:8]2=[CH:11][CH:12]=[CH:13][CH:14]=[C:7]2[C:6]1=[O:15].[CH3:16][C:17]1[CH:23]=[CH:22][CH:21]=[C:20]([CH3:24])[C:18]=1[NH2:19].Br.N>C(OCC)C>[C:9]1(=[O:10])[N:5]([CH2:4][CH2:3][CH2:2][NH:19][C:18]2[C:20]([CH3:24])=[CH:21][CH:22]=[CH:23][C:17]=2[CH3:16])[C:6](=[O:15])[C:7]2=[CH:14][CH:13]=[CH:12][CH:11]=[C:8]12. Procedure details: 50 g. N-(3-Bromopropyl)-phthalimide and 50 g. 2,6-dimethylaniline are stirred for 5 hours at 100° C. After adding diethyl ether to the reaction mixture, it is filtered off with suction to give 69 g. of the hydrobromide (m.p. 226°-228° C.). The base is liberated from aqueous solution by adding a concentrated aqueous solution of ammonia. There are obtained 48 g. (83% of theory) of the desired product in the form of colorless crystals; m.p. 97°-98° C. Reactants: C(CC(O)(C(=O)O)CC(=O)O)(=O)O (citric acid), ClC1=CC=C(CN2C=CC3=CC=CC(=C23)C(=O)N[C@@H](C)C2=CC=C(C(=O)O)C=C2)C=C1 (4-[(1S)-1-({[1-(4-chlorobenzyl)-1H-indol-7-yl]carbonyl}amino)ethyl]benzoic acid), C(=O)(N1C=NC=C1)N1C=NC=C1 (1,1′-carbonyldiimidazole), NS(=O)(=O)CCCOC(C)=O (3-(aminosulfonyl)propylacetate), N12CCCCCC2=NCCC1 (1,8-diazabicyclo[5.4.0]undec-7-ene). Run in CN(C)C=O (DMF). Reaction conditions: time 5 minute. Product: ClC1=CC=C(CN2C=CC3=CC=CC(=C23)C(=O)N[C@@H](C)C2=CC=C(C=C2)C(NS(=O)(=O)CCCOC(C)=O)=O)C=C1 (1-(4-chlorobenzyl)-N-[(1S)-1-(4-{[(3-acetoxypropyl)sulfonyl]carbamoyl}phenyl)ethyl]-1H-indole-7-carboxamide). The yield is 61.0%. Reaction SMILES: [Cl:1][C:2]1[CH:31]=[CH:30][C:5]([CH2:6][N:7]2[C:15]3[C:10](=[CH:11][CH:12]=[CH:13][C:14]=3[C:16]([NH:18][C@H:19]([C:21]3[CH:29]=[CH:28][C:24]([C:25](O)=[O:26])=[CH:23][CH:22]=3)[CH3:20])=[O:17])[CH:9]=[CH:8]2)=[CH:4][CH:3]=1.C(N1C=CN=C1)(N1C=CN=C1)=O.[NH2:44][S:45]([CH2:48][CH2:49][CH2:50][O:51][C:52](=[O:54])[CH3:53])(=[O:47])=[O:46].N12CCCN=C1CCCCC2.C(O)(=O)CC(CC(O)=O)(C(O)=O)O>CN(C=O)C>[Cl:1][C:2]1[CH:31]=[CH:30][C:5]([CH2:6][N:7]2[C:15]3[C:10](=[CH:11][CH:12]=[CH:13][C:14]=3[C:16]([NH:18][C@H:19]([C:21]3[CH:29]=[CH:28][C:24]([C:25](=[O:26])[NH:44][S:45]([CH2:48][CH2:49][CH2:50][O:51][C:52](=[O:54])[CH3:53])(=[O:46])=[O:47])=[CH:23][CH:22]=3)[CH3:20])=[O:17])[CH:9]=[CH:8]2)=[CH:4][CH:3]=1. Procedure: To a mixture of 4-[(1S)-1-({[1-(4-chlorobenzyl)-1H-indol-7-yl]carbonyl}amino)ethyl]benzoic acid (250 mg) and DMF (5 mL) was added 1,1′-carbonyldiimidazole (187 mgl) at room temperature, followed by stirring for 5 minutes, and then 3-(aminosulfonyl)propylacetate (209 mg) and 1,8-diazabicyclo[5.4.0]undec-7-ene (173 μL) were added in this order, followed by stirring for 3 days. The reaction mixture was ice-cooled, and 10% aqueous citric acid (30 mL) was added thereto, followed by stirring for 30 mi...